Task: describe an organic reaction: reactants, conditions, products, and yield. Dataset: the Open Reaction Database (ORD), a public repository of structured organic reaction records Reactants: Clc1nc2ccccc2o1, CN(C)C=O, OCCN1CCCNCC1. Product: OCCN1CCCN(c2nc3ccccc3o2)CC1. Reaction SMILES: [Cl:11][c:12]1[o:13][c:14]2[c:15]([n:16]1)[cH:17][cH:18][cH:19][cH:20]2.[O:21]=[CH:22][N:23]([CH3:24])[CH3:25].[OH:1][CH2:2][CH2:3][N:4]1[CH2:5][CH2:6][NH:7][CH2:8][CH2:9][CH2:10]1>>[OH:1][CH2:2][CH2:3][N:4]1[CH2:5][CH2:6][N:7]([c:12]2[o:13][c:14]3[c:15]([n:16]2)[cH:17][cH:18][cH:19][cH:20]3)[CH2:8][CH2:9][CH2:10]1.